From a dataset of the Open Reaction Database (ORD), a public repository of structured organic reaction records. describe an organic reaction: reactants, conditions, products, and yield The reactants are CCNCC, CCOc1cc(CCl)nc(Cl)n1. The product is CCOc1cc(CCl)nc(N(CC)CC)n1. RXN SMILES: [CH2:13]([CH3:14])[NH:15][CH2:16][CH3:17].[CH2:1]([CH3:2])[O:3][c:4]1[n:5][c:6]([Cl:12])[n:7][c:8]([CH2:10][Cl:11])[cH:9]1>>[CH2:1]([CH3:2])[O:3][c:4]1[n:5][c:6]([N:15]([CH2:13][CH3:14])[CH2:16][CH3:17])[n:7][c:8]([CH2:10][Cl:11])[cH:9]1. The reactants are ClCCl, CC(=O)Cl, O=[N+]([O-])c1ccc2[nH]ccc2c1, [Na+], O=C([O-])O, CN(C)C=O, Cl[Sn](Cl)(Cl)Cl. Product: CC(=O)c1c[nH]c2ccc([N+](=O)[O-])cc12. Reaction SMILES: [CH2:27]([Cl:28])[Cl:29].[CH3:13][C:14]([Cl:15])=[O:16].[N+:1](=[O:2])([O-:3])[c:4]1[cH:5][c:6]2[cH:7][cH:8][nH:9][c:10]2[cH:11][cH:12]1.[Na+:26].[O-:22][C:23]([OH:24])=[O:25].[O:30]=[CH:31][N:32]([CH3:33])[CH3:34].[Sn:17]([Cl:18])([Cl:19])([Cl:20])[Cl:21]>>[N+:1](=[O:2])([O-:3])[c:4]1[cH:5][c:6]2[c:7]([C:14]([CH3:13])=[O:16])[cH:8][nH:9][c:10]2[cH:11][cH:12]1. RXN SMILES: [C:1]([O:5][C:6](=[O:18])[N:7]([CH2:9][C:10]1[CH:15]=[CH:14][CH:13]=[C:12]([CH2:16]O)[CH:11]=1)[CH3:8])([CH3:4])([CH3:3])[CH3:2].C(Br)(Br)(Br)[Br:20].C1(P(C2C=CC=CC=2)C2C=CC=CC=2)C=CC=CC=1>C(Cl)Cl>[Br:20][CH2:16][C:12]1[CH:11]=[C:10]([CH:15]=[CH:14][CH:13]=1)[CH2:9][N:7]([CH3:8])[C:6](=[O:18])[O:5][C:1]([CH3:4])([CH3:3])[CH3:2]. The product is BrCC=1C=C(CN(C(OC(C)(C)C)=O)C)C=CC1 (tert-Butyl N-[3-(bromomethyl)benzyl]-N-methylcarbamate). Run in C(Cl)Cl (CH2Cl2). Procedure: A milky suspension of 3-[(methylamino)methyl]phenylmethanol (preparation 12) (2.7 g, 17.9 mmol) in THF (60 ml) and water (60 ml) was treated with di-t-butylpyrocarbonate (5.4 g,24.7 mmol) and the mixture stirred at room temperature overnight. The THF was evaporated and the aqueous residue treated with ethyl acetate (250 ml). The organic layer was washed with sat aq brine (100 ml) a and dried over MgSO4. Filtration away from the drying agent followed by evaporation of the solvent gave the crude p... Reaction conditions: time 4 day. Yield: 63.3%. The reactants are C(C)(C)(C)OC(N(C)CC1=CC(=CC=C1)CO)=O (tert-butyl-N-[3-(hydroxymethyl)benzyl]-N-methylcarbamate), C(Br)(Br)(Br)Br (carbon tetrabromide), C1(=CC=CC=C1)P(C1=CC=CC=C1)C1=CC=CC=C1 (triphenyl phosphine), resultant solution. The reactants are C1(CCCCC1)N (cyclohexyl amine), C=C1CC(=O)O1 (diketene). Run in C1=CC=CC=C1 (benzene). Reaction conditions: temperature 20 celsius, time 4 hour. Product: C1(CCCCC1)NC(CC(C)=O)=O (N-cyclohexyl-acetylacetamide). Reaction SMILES: [CH:1]1([NH2:7])[CH2:6][CH2:5][CH2:4][CH2:3][CH2:2]1.[CH2:8]=[C:9]1[O:13][C:11](=[O:12])[CH2:10]1>C1C=CC=CC=1>[CH:1]1([NH:7][C:11](=[O:12])[CH2:10][C:9](=[O:13])[CH3:8])[CH2:6][CH2:5][CH2:4][CH2:3][CH2:2]1. Reported procedure: A mixture of 500 ml of benzene and 99 g of cyclohexyl amine were introduced over 30 minutes to 84 g of diketene and after stirring for 4 hours at 20° C., the mixture was evaporated to dryness by distillation under reduced pressure. The residue was taken up in isopropyl ether and the solution was cooled and vacuum filtered. The recovered precipitate was dried and crystallized from isopropyl ether to obtain 137 g of N-cyclohexyl-acetylacetamide melting at 74° C. Solvent: ClCCl (dichloromethane). Reaction SMILES: [NH2:1][C@H:2]([CH3:9])[CH2:3][CH2:4][NH:5][CH:6]([CH3:8])[CH3:7].FC1C=CC(CNC(C2C(=O)C(O)=C3C(=O)N4[C@H](C)CCN(C(C)C)[C@H]4CN3C=2)=O)=CC=1.C[O:43][C:44]([C:46]1[N:47]([CH2:72][CH:73]=O)[CH:48]=[C:49]([C:61](=[O:71])[NH:62][CH2:63][C:64]2[CH:69]=[CH:68][C:67]([F:70])=[CH:66][CH:65]=2)[C:50](=[O:60])[C:51]=1[O:52][CH2:53][C:54]1[CH:59]=[CH:58][CH:57]=[CH:56][CH:55]=1)=O.C(O)(=O)C>ClCCl>[F:70][C:67]1[CH:66]=[CH:65][C:64]([CH2:63][NH:62][C:61]([C:49]2[C:50](=[O:60])[C:51]([O:52][CH2:53][C:54]3[CH:59]=[CH:58][CH:57]=[CH:56][CH:55]=3)=[C:46]3[C:44](=[O:43])[N:1]4[C@H:2]([CH3:9])[CH2:3][CH2:4][N:5]([CH:6]([CH3:8])[CH3:7])[C@H:73]4[CH2:72][N:47]3[CH:48]=2)=[O:71])=[CH:69][CH:68]=1. Procedure details: [(3R)-3-Aminobutyl](1-methylethyl)amine. The free diamine was prepared in a similar manlier as described in example Z-29. 1H NMR (400 MHz, CDCl3) δ 1.04 (d, J=6.4 Hz, 6H), 1.06 (d, J=6.4Hz, 3H), 1.41-1.58 (m, 5H), 2.62-2.66 (m, 2H), 2.74-2.80 (m, 1H), 2.92-3.00 (m, 1H). b) (4R,12aR)—N-[(4-Fluorophenyl)methyl]-7-hydroxy-4-methyl-1-(1-methylethyl)-6,8-dioxo-1,2,3,4,6,8,12,12a-octahydropyrido[1′,2′:4,5]pyrazino[1,2-a]pyrimidine-9-carboxamide. The title compound was made in two steps using a similar... The reactants are N[C@@H](CCNC(C)C)C ([(3R)-3-Aminobutyl](1-methylethyl)amine), FC1=CC=C(C=C1)CNC(=O)C=1C(C(=C2N(C[C@H]3N([C@@H](CCN3C(C)C)C)C2=O)C1)O)=O ((4R,12aR)—N-[(4-Fluorophenyl)methyl]-7-hydroxy-4-methyl-1-(1-methylethyl)-6,8-dioxo-1,2,3,4,6,8,12,12a-octahydropyrido[1′,2′:4,5]pyrazino[1,2-a]pyrimidine-9-carboxamide), COC(=O)C=1N(C=C(C(C1OCC1=CC=CC=C1)=O)C(NCC1=CC=C(C=C1)F)=O)CC=O (3-benzyloxy-5-(4-fluoro-benzylcarbamoyl)-4-oxo-1-(2-oxo-ethyl)-1,4-dihydro-pyridine-2-carboxylic acid methyl ester), N[C@@H](CCNC(C)C)C ([(3R)-3-aminobutyl](1-methylethyl)amine), C(C)(=O)O (acetic acid). The product is diamine, FC1=CC=C(C=C1)CNC(=O)C=1C(C(=C2N(C[C@H]3N([C@@H](CCN3C(C)C)C)C2=O)C1)OCC1=CC=CC=C1)=O ((4R,12aR)—N-[(4-fluorophenyl)methyl]-4-methyl-1-(1-methylethyl)-6,8-dioxo-7-[(phenylmethyl)oxy]-1,2,3,4,6,8,12,12a-octahydropyrido[1′,2′:4,5]pyrazino[1,2-a]pyrimidine-9-carboxamide). The yield is 56.0%. The reactants are CC(=O)O[BH-](OC(C)=O)OC(C)=O, CC(=O)O, COC(=O)c1nn(CC(C)=O)c(C(=O)OC)c1OCc1ccccc1, CN, Cc1ccccc1, ClCCl, [Na+]. Product: COC(=O)c1nn2c(c1OCc1ccccc1)C(=O)N(C)C(C)C2. As a reaction SMILES: [C:28]([O:29][BH-:30]([O:31][C:32](=[O:33])[CH3:34])[O:35][C:36](=[O:37])[CH3:38])(=[O:39])[CH3:40].[C:42]([OH:43])(=[O:44])[CH3:45].[CH2:1]([c:2]1[cH:3][cH:4][cH:5][cH:6][cH:7]1)[O:8][c:9]1[c:10]([C:22](=[O:23])[O:24][CH3:25])[n:11][n:12]([CH2:18][C:19](=[O:16])[CH3:20])[c:13]1[C:14](=[O:15])[O:17][CH3:21].[CH3:26][NH2:27].[CH3:49][c:50]1[cH:51][cH:52][cH:53][cH:54][cH:55]1.[Cl:46][CH2:47][Cl:48].[Na+:41]>>[CH2:1]([c:2]1[cH:3][cH:4][cH:5][cH:6][cH:7]1)[O:8][c:9]1[c:10]([C:22](=[O:23])[O:24][CH3:25])[n:11][n:12]2[c:13]1[C:14](=[O:15])[N:27]([CH3:26])[CH:19]([CH3:20])[CH2:18]2. The product is FC1=CC=C(OC2=C3CC[C@@H](N(C3=CC=C2C=2C=NN(C2)C2C(NC2)C)C(=O)OC)C)C=C1 (methyl (2S)-5-(4-fluorophenoxy)-2-methyl-6-(1-(2-methylazetidin-3-yl)-1H-pyrazol-4-yl)-3,4-dihydroquinoline-1(2H)-carboxylate). Reaction conditions: temperature 80 celsius, time 3 hour. Reactants: C(C1=CC=CC=C1)(C1=CC=CC=C1)N1C(C(C1)N1N=CC(=C1)C=1C(=C2CC[C@@H](N(C2=CC1)C(=O)OC)C)OC1=CC=C(C=C1)F)C ((2S)-methyl 6-(1-(1-benzhydryl-2-methylazetidin-3-yl)-1H-pyrazol-4-yl)-5-(4-fluorophenoxy)-2-methyl-3,4-dihydroquinoline-1(2H)-carboxylate), ClCCCl (1,2-dichloroethane), ClC(=O)OC(C)Cl (1-chloroethyl chloroformate). Reported procedure: A 50-mL round-bottom flask was charged with (2S)-methyl 6-(1-(1-benzhydryl-2-methylazetidin-3-yl)-1H-pyrazol-4-yl)-5-(4-fluorophenoxy)-2-methyl-3,4-dihydroquinoline-1(2H)-carboxylate (0.020 g, 0.03 mmol), 1,2-dichloroethane (5 mL) and 1-chloroethyl chloroformate (1 mL), and the resulting solution stirred for 3 h at 80° C. The reaction mixture was cooled to room temperature and then diluted with ethyl acetate (20 mL). The organic phase was separated and washed with water (10 mL), dried over anhyd... Solvent: C(C)(=O)OCC (ethyl acetate). RXN SMILES: C([N:14]1[CH2:17][CH:16]([N:18]2[CH:22]=[C:21]([C:23]3[C:24]([O:38][C:39]4[CH:44]=[CH:43][C:42]([F:45])=[CH:41][CH:40]=4)=[C:25]4[C:30](=[CH:31][CH:32]=3)[N:29]([C:33]([O:35][CH3:36])=[O:34])[C@@H:28]([CH3:37])[CH2:27][CH2:26]4)[CH:20]=[N:19]2)[CH:15]1[CH3:46])(C1C=CC=CC=1)C1C=CC=CC=1.ClCCCl.ClC(OC(Cl)C)=O>C(OCC)(=O)C>[F:45][C:42]1[CH:41]=[CH:40][C:39]([O:38][C:24]2[C:23]([C:21]3[CH:20]=[N:19][N:18]([CH:16]4[CH2:17][NH:14][CH:15]4[CH3:46])[CH:22]=3)=[CH:32][CH:31]=[C:30]3[C:25]=2[CH2:26][CH2:27][C@H:28]([CH3:37])[N:29]3[C:33]([O:35][CH3:36])=[O:34])=[CH:44][CH:43]=1. The reactants are ClC=1C=C(C=C(C1F)Cl)C(CC(=O)C=1C=C2COC3(C2=CC1)CN(C3)C(=O)OC(C)(C)C)(C(F)(F)F)S (tert-butyl 5′-[3-(3,5-dichloro-4-fluorophenyl)-3-mercapto-4,4,4-trifluorobutanoyl]-3′ H-spiro[azetidine-3,1′-isobenzofuran]-1-carboxylate), [OH-].[K+] (potassium hydroxide), NOS(=O)(=O)O (hydroxylamine-O-sulfonic acid), [OH-].[K+] (potassium hydroxide). Run in O (water), O (water), C(C)(=O)OCC (ethyl acetate). Reaction conditions: time 30 minute. Yields the product ClC=1C=C(C=C(C1F)Cl)C1(CC(NS1)(O)C1=CC=C2C(=C1)COC21CN(C1)C(=O)OC(C)(C)C)C(F)(F)F (tert-butyl 6-[5-(3,5-dichloro-4-fluoro-phenyl)-3-hydroxy-5-(trifluoromethyl)isothiazolidin-3-yl]spiro[1H-isobenzofuran-3,3′-azetidine]-1′-carboxylate). Isolated yield 27.6%. RXN SMILES: [Cl:1][C:2]1[CH:3]=[C:4]([C:10]([SH:37])([C:33]([F:36])([F:35])[F:34])[CH2:11][C:12]([C:14]2[CH:15]=[C:16]3[C:20](=[CH:21][CH:22]=2)[C:19]2([CH2:25][N:24]([C:26]([O:28][C:29]([CH3:32])([CH3:31])[CH3:30])=[O:27])[CH2:23]2)[O:18][CH2:17]3)=[O:13])[CH:5]=[C:6]([Cl:9])[C:7]=1[F:8].[OH-].[K+].[NH2:40]OS(O)(=O)=O>O.C(OCC)(=O)C>[Cl:1][C:2]1[CH:3]=[C:4]([C:10]2([C:33]([F:34])([F:36])[F:35])[S:37][NH:40][C:12]([C:14]3[CH:15]=[C:16]4[CH2:17][O:18][C:19]5([CH2:25][N:24]([C:26]([O:28][C:29]([CH3:32])([CH3:30])[CH3:31])=[O:27])[CH2:23]5)[C:20]4=[CH:21][CH:22]=3)([OH:13])[CH2:11]2)[CH:5]=[C:6]([Cl:9])[C:7]=1[F:8] |f:1.2|. Reported procedure: To a solution of Intermediate 6 (530 mg) in a solution of potassium hydroxide (182 mg) in water (9 mL) was added a solution of hydroxylamine-O-sulfonic acid (183 mg, 2 eq) in a solution of potassium hydroxide (273 mg) in water (18 mL) and the resulting mixture was stirred at room temperature for 30 min under nitrogen. The mixture was diluted with ethyl acetate and washed with brine. The organic extract was concentrated and subjected to silica gel column chromatography (0 to 30% ethyl acetate in ... Starting materials: Cn1cc(Br)cc(Br)c1=O, O=C([O-])[O-], C1COCCO1, CO, CCOC(C)=O, O=C(C=Cc1ccccc1)C=Cc1ccccc1, O=C(C=Cc1ccccc1)C=Cc1ccccc1, O=C(C=Cc1ccccc1)C=Cc1ccccc1, ClCCl, [Cs+], [Cs+], Nc1ccc(N2CC(O)C2)cn1, O, [Pd], [Pd]. Product: Cn1cc(Br)cc(Nc2ccc(N3CC(O)C3)cn2)c1=O. RXN SMILES: [Br:13][c:14]1[c:15](=[O:22])[n:16]([CH3:21])[cH:17][c:18]([Br:20])[cH:19]1.[C:23](=[O:24])([O-:25])[O-:26].[CH2:30]1[O:31][CH2:32][CH2:33][O:34][CH2:35]1.[CH3:92][OH:93].[CH3:97][CH2:98][O:99][C:100]([CH3:101])=[O:102].[CH:38](=[CH:39][C:40]([CH:41]=[CH:42][c:43]1[cH:44][cH:45][cH:46][cH:47][cH:48]1)=[O:49])[c:50]1[cH:51][cH:52][cH:53][cH:54][cH:55]1.[CH:56](=[CH:57][C:58]([CH:59]=[CH:60][c:61]1[cH:62][cH:63][cH:64][cH:65][cH:66]1)=[O:67])[c:68]1[cH:69][cH:70][cH:71][cH:72][cH:73]1.[CH:74](=[CH:75][C:76]([CH:77]=[CH:78][c:79]1[cH:80][cH:81][cH:82][cH:83][cH:84]1)=[O:85])[c:86]1[cH:87][cH:88][cH:89][cH:90][cH:91]1.[Cl:94][CH2:95][Cl:96].[Cs+:27].[Cs+:28].[NH2:1][c:2]1[cH:3][cH:4][c:5]([N:8]2[CH2:9][CH:10]([OH:12])[CH2:11]2)[cH:6][n:7]1.[OH2:29].[Pd:36].[Pd:37]>>[NH:1]([c:2]1[cH:3][cH:4][c:5]([N:8]2[CH2:9][CH:10]([OH:12])[CH2:11]2)[cH:6][n:7]1)[c:14]1[c:15](=[O:22])[n:16]([CH3:21])[cH:17][c:18]([Br:20])[cH:19]1.